From a dataset of the Open Reaction Database (ORD), a public repository of structured organic reaction records. describe an organic reaction: reactants, conditions, products, and yield Starting materials: O (water), NC1=NC=CC=C1OCCCCl (2-amino-3-(3-chloropropyloxy)pyridine), [Na].S1C(NC(C1)=O)=O (thiazolidine-2,4-dione sodium salt), [I-].[Na+] (sodium iodide). Solvent: CN(C=O)C (N,N-dimethylformamide). Run at temperature 80 celsius. Product: NC1=NC=CC=C1OCCCN1C(SCC1=O)=O (3 -[3 -(2-aminopyridin-3-yloxy)propyl]thiazolidine-2,4-dione). As a reaction SMILES: [NH2:1][C:2]1[C:7]([O:8][CH2:9][CH2:10][CH2:11]Cl)=[CH:6][CH:5]=[CH:4][N:3]=1.[Na].[S:14]1[CH2:18][C:17](=[O:19])[NH:16][C:15]1=[O:20].[I-].[Na+].O>CN(C)C=O>[NH2:1][C:2]1[C:7]([O:8][CH2:9][CH2:10][CH2:11][N:16]2[C:17](=[O:19])[CH2:18][S:14][C:15]2=[O:20])=[CH:6][CH:5]=[CH:4][N:3]=1 |f:1.2,3.4,^1:12|. Reported procedure: To a suspension of 9.33 g (50 mmol) of 2-amino-3-(3-chloropropyloxy)pyridine and 6.97 g (50 mmol) of thiazolidine-2,4-dione sodium salt in 200 ml of N,N-dimethylformamide, 7.49 g (50 mmol) of sodium iodide was added, followed by refluxing at 80° C. for 16 hours. After cooling, the reaction mixture was poured into water, extracted with ethyl acetate, washed with water and dried, after which the solvent was distilled off. The residue was purified by column chromatography (eluent, n-hexane/ethyl ac... The reactants are COC1=CC=CC=2C(C(OC21)(C(=O)OC)CC=C)=O (Methyl 7-methoxy-3-oxo-2-(2-propenyl)-2,3-dihydrobenzofuran-2-carboxylate), S(O)(O)(=O)=O (sulfuric acid), C(O)([O-])=O.[Na+] (sodium hydrogen carbonate). The solvent is C(C)(C)(C)O (t-butyl alcohol). The product is COC1=CC=CC=2C(C(OC21)CC=C)=O (7-methoxy-3-oxo-2-(2-propenyl)-2,3-dihydrobenzofuran). The yield is 79.4%. RXN SMILES: [CH3:1][O:2][C:3]1[C:11]2[O:10][C:9]([CH2:16][CH:17]=[CH2:18])(C(OC)=O)[C:8](=[O:19])[C:7]=2[CH:6]=[CH:5][CH:4]=1.S(=O)(=O)(O)O.C(=O)([O-])O.[Na+]>C(O)(C)(C)C>[CH3:1][O:2][C:3]1[C:11]2[O:10][CH:9]([CH2:16][CH:17]=[CH2:18])[C:8](=[O:19])[C:7]=2[CH:6]=[CH:5][CH:4]=1 |f:2.3|. Reported procedure: Methyl 7-methoxy-3-oxo-2-(2-propenyl)-2,3-dihydrobenzofuran-2-carboxylate (18.42 g) and concentrated sulfuric acid (2 ml) were dissolved in t-butyl alcohol (150 ml) and the solution was refluxed for 22.5 hours. After cooling the reaction solution to room temperature, the reaction solution was neutralized with saturated aqueous sodium hydrogen carbonate and then washed with saturated brine, followed by drying the resultant over sodium sulfate. After removing sodium sulfate by filtration, the solv... The reactants are BrCC1=CC2=C(N=C(S2)C2=C(NN=C2C)N)C=C1 (4-(6-bromomethylbenzothiazol-2-yl)-5-methyl-2H-pyrazol-3-ylamine), CNC (dimethylamine), M−(CH3)2N. Product: CN(C)CC1=CC2=C(N=C(S2)C2=C(NN=C2C)N)C=C1 (4-(6-Dimethylaminomethylbenzothiazol-2-yl)-5-methyl-2H-pyrazol-3-ylamine). Reaction SMILES: Br[CH2:2][C:3]1[CH:18]=[CH:17][C:6]2[N:7]=[C:8]([C:10]3[C:14]([CH3:15])=[N:13][NH:12][C:11]=3[NH2:16])[S:9][C:5]=2[CH:4]=1.[CH3:19][NH:20][CH3:21]>>[CH3:19][N:20]([CH2:2][C:3]1[CH:18]=[CH:17][C:6]2[N:7]=[C:8]([C:10]3[C:14]([CH3:15])=[N:13][NH:12][C:11]=3[NH2:16])[S:9][C:5]=2[CH:4]=1)[CH3:21]. Procedure details: The title compound (24 mg) was prepared starting from 40 mg of 4-(6-bromomethylbenzothiazol-2-yl)-5-methyl-2H-pyrazol-3-ylamine and excess dimethylamine. MS (m/z, ES+): 288.1 (M+1, 20%), 243.1 (M−(CH3)2N, 100%).